From a dataset of the Open Reaction Database (ORD), a public repository of structured organic reaction records. describe an organic reaction: reactants, conditions, products, and yield Reactants: COC(=O)c1ccc(C(=O)NN=C(C)c2nn(C)c(-c3ccc(C(C)(C)C)cc3)c2O)cc1Cl, CO, Cl, [Na+], [OH-], O. Product: CC(=NNC(=O)c1ccc(C(=O)O)c(Cl)c1)c1nn(C)c(-c2ccc(C(C)(C)C)cc2)c1O. Reaction SMILES: [C:1]([CH3:2])([CH3:3])([CH3:4])[c:5]1[cH:6][cH:7][c:8](-[c:11]2[c:12]([OH:34])[c:13]([C:17]([CH3:18])=[N:19][NH:20][C:21](=[O:22])[c:23]3[cH:24][c:25]([Cl:33])[c:26]([C:27](=[O:28])[O:29][CH3:30])[cH:31][cH:32]3)[n:14][n:15]2[CH3:16])[cH:9][cH:10]1.[CH3:35][OH:36].[ClH:39].[Na+:38].[OH-:37].[OH2:40]>>[C:1]([CH3:2])([CH3:3])([CH3:4])[c:5]1[cH:6][cH:7][c:8](-[c:11]2[c:12]([OH:34])[c:13]([C:17]([CH3:18])=[N:19][NH:20][C:21](=[O:22])[c:23]3[cH:24][c:25]([Cl:33])[c:26]([C:27](=[O:28])[OH:29])[cH:31][cH:32]3)[n:14][n:15]2[CH3:16])[cH:9][cH:10]1. Reactants: [BH4-], C=O, COc1ccc2[nH]cc(CC3CCCNC3)c2c1, CO, [Na+]. Yields the product COc1ccc2[nH]cc(CC3CCCN(C)C3)c2c1. Reaction SMILES: [BH4-:21].[CH2:19]=[O:20].[CH3:1][O:2][c:3]1[cH:4][c:5]2[c:6]([CH2:12][CH:13]3[CH2:14][NH:15][CH2:16][CH2:17][CH2:18]3)[cH:7][nH:8][c:9]2[cH:10][cH:11]1.[CH3:23][OH:24].[Na+:22]>>[CH3:1][O:2][c:3]1[cH:4][c:5]2[c:6]([CH2:12][CH:13]3[CH2:14][N:15]([CH3:19])[CH2:16][CH2:17][CH2:18]3)[cH:7][nH:8][c:9]2[cH:10][cH:11]1.